Dataset: the Open Reaction Database (ORD), a public repository of structured organic reaction records. Task: describe an organic reaction: reactants, conditions, products, and yield Reactants: ClC1=C(C=C(C=C1)N1CCN(CC1)C(CN1C(OC2=C1C=CC(=C2)OCCOC2OCCCC2)=O)=O)OC (3-{2-[4-(4-Chloro-3-methoxy-phenyl)-piperazin-1-yl]-2-oxo-ethyl}-6-[2-(tetrahydro-pyran-2-yloxy)-ethoxy]-3H-benzooxazol-2-one), C(=O)(C(F)(F)F)O (TFA), resultant solution. The solvent is C1CCOC1 (THF). Product: ClC1=C(C=C(C=C1)N1CCN(CC1)C(CN1C(OC2=C1C=CC(=C2)OCCO)=O)=O)OC (3-{2-[4-(4-Chloro-3-methoxy-phenyl)-piperazin-1-yl]-2-oxo-ethyl}-6-(2-hydroxy-ethoxy)-3H-benzooxazol-2-one). RXN SMILES: [Cl:1][C:2]1[CH:7]=[CH:6][C:5]([N:8]2[CH2:13][CH2:12][N:11]([C:14](=[O:36])[CH2:15][N:16]3[C:20]4[CH:21]=[CH:22][C:23]([O:25][CH2:26][CH2:27][O:28]C5CCCCO5)=[CH:24][C:19]=4[O:18][C:17]3=[O:35])[CH2:10][CH2:9]2)=[CH:4][C:3]=1[O:37][CH3:38].C(O)(C(F)(F)F)=O>C1COCC1>[Cl:1][C:2]1[CH:7]=[CH:6][C:5]([N:8]2[CH2:9][CH2:10][N:11]([C:14](=[O:36])[CH2:15][N:16]3[C:20]4[CH:21]=[CH:22][C:23]([O:25][CH2:26][CH2:27][OH:28])=[CH:24][C:19]=4[O:18][C:17]3=[O:35])[CH2:12][CH2:13]2)=[CH:4][C:3]=1[O:37][CH3:38]. Procedure details: To a solution of 3-{2-[4-(4-chloro-3-methoxy-phenyl)-piperazin-1-yl]-2-oxo-ethyl}-6-[2-(tetrahydro-pyran-2-yloxy)-ethoxy]-3H-benzooxazol-2-one (55) (50 mg) in THF was added 1 mL of TFA and the resultant solution was stirred for 1 hour. The reaction mixture was purified by HPLC to provide 3-{2-[4-(4-chloro-3-methoxy-phenyl)-piperazin-1-yl]-2-oxo-ethyl}-6-(2-hydroxy-ethoxy)-3H-benzooxazol-2-one (56): LCMS observed for (M+H)+: 462.5. Starting materials: FC(C(=O)N([C@H]1[C@@H](C1)C1=CC=CC=C1)CCC1CCN(CC1)C(=O)OC(C)(C)C)(F)F (tert-butyl 4-(2-(2,2,2-trifluoro-N-(trans-2-phenylcyclopropyl)acetamido)ethyl)piperidine-1-carboxylate), C(=O)(C(F)(F)F)O (TFA). The solvent is ClCCl (dichloromethane). Conditions: time 1.5 hour. Yields the product FC(C(=O)N(CCC1CCNCC1)[C@H]1[C@@H](C1)C1=CC=CC=C1)(F)F (2,2,2-Trifluoro-N-((trans)-2-phenylcyclopropyl)-N-(2-(piperidin-4-yl)ethyl)acetamide). Yield: 93.5%. RXN SMILES: [F:1][C:2]([F:31])([F:30])[C:3]([N:5]([CH2:15][CH2:16][CH:17]1[CH2:22][CH2:21][N:20](C(OC(C)(C)C)=O)[CH2:19][CH2:18]1)[C@@H:6]1[CH2:8][C@H:7]1[C:9]1[CH:14]=[CH:13][CH:12]=[CH:11][CH:10]=1)=[O:4].C(O)(C(F)(F)F)=O>ClCCl>[F:31][C:2]([F:1])([F:30])[C:3]([N:5]([C@@H:6]1[CH2:8][C@H:7]1[C:9]1[CH:14]=[CH:13][CH:12]=[CH:11][CH:10]=1)[CH2:15][CH2:16][CH:17]1[CH2:18][CH2:19][NH:20][CH2:21][CH2:22]1)=[O:4]. Procedure: To a solution of tert-butyl 4-(2-(2,2,2-trifluoro-N-(trans-2-phenylcyclopropyl)acetamido)ethyl)piperidine-1-carboxylate (650 mg, 1.476 mmol) in dichloromethane (DCM) (4 mL) was added TFA (1 mL, 12.98 mmol), and the mixture was stirred at room temperature for 1.5 h. The mixture was concentrated and the residue was dissolved in DCM (20 mL). The resulting solution was washed with 10% NaHCO3 aqueous solution. The organic phase was collected and dried (Na2SO4) and concentrated. The residue was dried ...